This data is from the Open Reaction Database (ORD), a public repository of structured organic reaction records. The task is: describe an organic reaction: reactants, conditions, products, and yield RXN SMILES: [CH2:36]([Cl:37])[Cl:38].[CH3:2][NH2:3].[CH3:39][OH:40].[ClH:1].[F:4][c:5]1[cH:6][c:7]([N:18]2[C:19](=[O:28])[O:20][CH:21]([CH2:23][NH:24][C:25]([CH3:26])=[O:27])[CH2:22]2)[cH:8][cH:9][c:10]1[N:11]1[CH2:12][CH2:13][C:14](=[O:17])[CH2:15][CH2:16]1.[H:29][H:30].[Na+:31].[OH:32][C:33](=[O:34])[O-:35]>>[CH3:2][NH:3][CH:14]1[CH2:13][CH2:12][N:11]([c:10]2[c:5]([F:4])[cH:6][c:7]([N:18]3[C:19](=[O:28])[O:20][CH:21]([CH2:23][NH:24][C:25]([CH3:26])=[O:27])[CH2:22]3)[cH:8][cH:9]2)[CH2:16][CH2:15]1. Product: CNC1CCN(c2ccc(N3CC(CNC(C)=O)OC3=O)cc2F)CC1. Starting materials: ClCCl, CN, CO, Cl, CC(=O)NCC1CN(c2ccc(N3CCC(=O)CC3)c(F)c2)C(=O)O1, [H][H], [Na+], O=C([O-])O. The reactants are ClCC(=O)N1C2=C(C(NC3=C1C=CC=C3)=O)N(N=C2C)C (4-chloroacetyl-1,3-dimethyl-1,4,9,10-tetrahydropyrazolo[4,3-b][1,5]benzodiazepin-10-one), CN1CCNCC1 (N-methylpiperazine). Run in O1CCOCC1 (dioxane). Reaction conditions: time 20 minute. Product: Cl.Cl.CN1N=C(C=2N(C3=C(NC(C21)=O)C=CC=C3)C(CN3CCN(CC3)C)=O)C (1,3-dimethyl-4-[(4-methylpiperazin-1-yl)acetyl]-1,4,9,10-tetrahydropyrazolo[4,3-b][1,5]benzodiazepin-10-one dihydrochloride). Reaction SMILES: [Cl:1][CH2:2][C:3]([N:5]1[C:11]2[CH:12]=[CH:13][CH:14]=[CH:15][C:10]=2[NH:9][C:8](=[O:16])[C:7]2[N:17]([CH3:21])[N:18]=[C:19]([CH3:20])[C:6]1=2)=[O:4].[CH3:22][N:23]1[CH2:28][CH2:27][NH:26][CH2:25][CH2:24]1>O1CCOCC1>[ClH:1].[ClH:1].[CH3:21][N:17]1[C:7]2[C:8](=[O:16])[NH:9][C:10]3[CH:15]=[CH:14][CH:13]=[CH:12][C:11]=3[N:5]([C:3](=[O:4])[CH2:2][N:26]3[CH2:27][CH2:28][N:23]([CH3:22])[CH2:24][CH2:25]3)[C:6]=2[C:19]([CH3:20])=[N:18]1 |f:3.4.5|. Reported procedure: 15.0 g of 4-chloroacetyl-1,3-dimethyl-1,4,9,10-tetrahydropyrazolo[4,3-b][1,5]benzodiazepin-10-one, 21 g of N-methylpiperazine and 70 ml of dioxane are stirred at 80° C. for 1 hour (complete reaction being already indicated by a thin layer chromatogram after 20 minutes), and the thus-obtained solution is concentrated to dryness in vacuo. 150 ml of isopropanol and 40 ml of water are added to the residue, 25 ml of concentrated hydrochloric acid are then added dropwise and the resulting mixture is c... Starting materials: CC1=C(C=CC2=C1N=CO2)NC(C(F)(F)F)=O (4-methyl-5-trifluoroacetamidobenzoxazole), mixture, O (water), C([O-])([O-])=O.[K+].[K+] (potassium carbonate), C(C)(=O)OCC (ethyl acetate), O (water). The solvent is CO (methanol). Reaction conditions: temperature 90 celsius. The product is NC=1C=CC2=C(N=CO2)C1C (5-amino-4-methylbenzoxazole). The yield is 109.9%. Reaction SMILES: [CH3:1][C:2]1[C:7]2[N:8]=[CH:9][O:10][C:6]=2[CH:5]=[CH:4][C:3]=1[NH:11]C(=O)C(F)(F)F.O.C(=O)([O-])[O-].[K+].[K+].C(OCC)(=O)C>CO>[NH2:11][C:3]1[CH:4]=[CH:5][C:6]2[O:10][CH:9]=[N:8][C:7]=2[C:2]=1[CH3:1] |f:2.3.4|. Procedure details: A solution of 4-methyl-5-trifluoroacetamidobenzoxazole (3.45 g, 14.13 mmol) in a 20% mixture of water in methanol (20 mL) is treated with anhydrous potassium carbonate (7.80 g, 56.52 mmol). A reflux condenser is attached and the mixture is heated to 90° C. with an oil bath for five hours. The mixture is cooled to room temperature and distributed between ethyl acetate (100 mL) and water (100 mL). The ethyl acetate layer is dried over magnesium sulfate and concentrated under reduced pressure to yi... The reactants are ClC=1C(=C(C=CC1)[C@H]1[C@@H](N[C@H]([C@]1(C#N)C1=C(C=C(C=C1)Cl)F)CC(C)(C)C)C(=O)NC1=C(C=C(C(=O)O)C=C1)OC)F (4-((2R,3S,4R,5S)-3-(3-chloro-2-fluorophenyl)-4-(4-chloro-2-fluorophenyl)-4-cyano-5-neopentylpyrrolidine-2-carboxamido)-3-methoxybenzoic acid), CN1CCC(CC1)O (1-methylpiperidin-4-ol). Product: CN1CCC(CC1)OC(C1=CC(=C(C=C1)NC(=O)[C@@H]1N[C@H]([C@]([C@H]1C1=C(C(=CC=C1)Cl)F)(C#N)C1=C(C=C(C=C1)Cl)F)CC(C)(C)C)OC)=O (4-{[(2R,3S,4R,5S)-4-(4-chloro-2-fluoro-phenyl)-3-(3-chloro-2-fluoro-phenyl)-4-cyano-5-(2,2-dimethyl-propyl)-pyrrolidine-2-carbonyl]-amino}-3-methoxy-benzoic acid 1-methyl-piperidin-4-yl ester). RXN SMILES: [Cl:1][C:2]1[C:3]([F:42])=[C:4]([C@@H:8]2[C@:12]([C:15]3[CH:20]=[CH:19][C:18]([Cl:21])=[CH:17][C:16]=3[F:22])([C:13]#[N:14])[C@H:11]([CH2:23][C:24]([CH3:27])([CH3:26])[CH3:25])[NH:10][C@H:9]2[C:28]([NH:30][C:31]2[CH:39]=[CH:38][C:34]([C:35]([OH:37])=[O:36])=[CH:33][C:32]=2[O:40][CH3:41])=[O:29])[CH:5]=[CH:6][CH:7]=1.[CH3:43][N:44]1[CH2:49][CH2:48][CH:47](O)[CH2:46][CH2:45]1>>[CH3:43][N:44]1[CH2:49][CH2:48][CH:47]([O:36][C:35](=[O:37])[C:34]2[CH:38]=[CH:39][C:31]([NH:30][C:28]([C@H:9]3[C@H:8]([C:4]4[CH:5]=[CH:6][CH:7]=[C:2]([Cl:1])[C:3]=4[F:42])[C@:12]([C:15]4[CH:20]=[CH:19][C:18]([Cl:21])=[CH:17][C:16]=4[F:22])([C:13]#[N:14])[C@H:11]([CH2:23][C:24]([CH3:26])([CH3:27])[CH3:25])[NH:10]3)=[O:29])=[C:32]([O:40][CH3:41])[CH:33]=2)[CH2:46][CH2:45]1. Procedure details: In a manner similar to the method described in Example 14, 4-((2R,3S,4R,5S)-3-(3-chloro-2-fluorophenyl)-4-(4-chloro-2-fluorophenyl)-4-cyano-5-neopentylpyrrolidine-2-carboxamido)-3-methoxybenzoic acid (prepared as described in US20100152190A1) was reacted with 1-methylpiperidin-4-ol to give 4-{[(2R,3S,4R,5S)-4-(4-chloro-2-fluoro-phenyl)-3-(3-chloro-2-fluoro-phenyl)-4-cyano-5-(2,2-dimethyl-propyl)-pyrrolidine-2-carbonyl]-amino}-3-methoxy-benzoic acid 1-methyl-piperidin-4-yl ester. MS (ES+) m/z cal... The reactants are [I-].BrC1=C(C=CC(=C1)[N+](=O)[O-])C(C)(C)C1=CC=[N+](C=C1)C (4-[1-(2-Bromo-4-nitro-phenyl)-1-methyl-ethyl]-1-methyl-pyridiniumiodide), CO (MeOH), [BH4-].[Na+] (NaBH4). Run in C(Cl)Cl (CH2Cl2). Reaction conditions: time 2 hour. Product: BrC1=C(C=CC(=C1)[N+](=O)[O-])C(C)(C)C=1CCN(CC1)C (4-[1-(2-Bromo-4-nitro-phenyl)-1-methyl-ethyl]-1-methyl-1,2,3,6-tetrahydro-pyridine). As a reaction SMILES: [I-].[Br:2][C:3]1[CH:8]=[C:7]([N+:9]([O-:11])=[O:10])[CH:6]=[CH:5][C:4]=1[C:12]([C:15]1[CH:20]=[CH:19][N+:18]([CH3:21])=[CH:17][CH:16]=1)([CH3:14])[CH3:13].CO.[BH4-].[Na+]>C(Cl)Cl>[Br:2][C:3]1[CH:8]=[C:7]([N+:9]([O-:11])=[O:10])[CH:6]=[CH:5][C:4]=1[C:12]([C:15]1[CH2:20][CH2:19][N:18]([CH3:21])[CH2:17][CH:16]=1)([CH3:14])[CH3:13] |f:0.1,3.4|. Reported procedure: 4-[1-(2-Bromo-4-nitro-phenyl)-1-methyl-ethyl]-1-methyl-pyridiniumiodide was mixed with MeOH (400 ml) and CH2Cl2 (200 ml), then treated with NaBH4 (2.5 g) in portions. After stirring at RT for 2 h, the mixture was extracted with CH2Cl2 (300 mL×3). The CH2Cl2 layer was washed with brine, dried over Na2SO4 and concentrated in vacuo, to provide the desired product.